Dataset: the Open Reaction Database (ORD), a public repository of structured organic reaction records. Task: describe an organic reaction: reactants, conditions, products, and yield Reactants: C(C)O (ethanol), C(C)OC(CCN(C1C(CCC1)C)C1=NC(=NC=C1N)Cl)=O ((rac)-3-[(5-amino-2-chloro-pyrimidin-4-yl)-(2-methyl-cyclopentyl)-amino]-propanoic acid ethyl ester). Run in C(C)(=O)O (acetic acid). Product: ClC=1N=CC2=C(N(CCC(N2)=O)C2C(CCC2)C)N1 ((rac)-2-chloro-9-(2-methyl-cyclopentyl)-5,7,8,9-tetrahydro-pyrimido[4,5-b][1,4]diazepin-6-one). Isolated yield 74.5%. RXN SMILES: C(O)C.C([O:6][C:7](=O)[CH2:8][CH2:9][N:10]([C:17]1[C:22]([NH2:23])=[CH:21][N:20]=[C:19]([Cl:24])[N:18]=1)[CH:11]1[CH2:15][CH2:14][CH2:13][CH:12]1[CH3:16])C>C(O)(=O)C>[Cl:24][C:19]1[N:20]=[CH:21][C:22]2[NH:23][C:7](=[O:6])[CH2:8][CH2:9][N:10]([CH:11]3[CH2:15][CH2:14][CH2:13][CH:12]3[CH3:16])[C:17]=2[N:18]=1. Reported procedure: A mixture of 50 mL of ethanol, 1 mL of acetic acid and 2.5 g of the (rac)-3-[(5-amino-2-chloro-pyrimidin-4-yl)-(2-methyl-cyclopentyl)-amino]-propanoic acid ethyl ester (V-57) prepared in the previous step was heated at reflux overnight, and then concentrated under reduced pressure. The residue was taken up in dichloromethane and washed successively with 10% sodium bicarbonate solution, and then water and dried over anhydrous sodium sulfate. The mixture was filtered and then concentrated under re...